Dataset: the Open Reaction Database (ORD), a public repository of structured organic reaction records. Task: describe an organic reaction: reactants, conditions, products, and yield Starting materials: BrCOC1=CC=CC=C1 (2-bromomethoxybenzene), C(C)(C)[Mg]Cl (isopropylmagnesium chloride), C(=O)N1CCCCC1 (1-formylpiperidine). Solvent: O1CCCC1 (tetrahydrofuran). The product is COC1=C(C=O)C=CC=C1 (2-methoxybenzaldehyde). Reaction SMILES: Br[CH2:2][O:3][C:4]1[CH:9]=[CH:8][CH:7]=[CH:6][CH:5]=1.C([Mg]Cl)(C)C.[CH:15](N1CCCCC1)=[O:16]>O1CCCC1>[CH3:2][O:3][C:4]1[CH:9]=[CH:8][CH:7]=[CH:6][C:5]=1[CH:15]=[O:16]. Reported procedure: Alternatively, treatment of the methoxybenzene (6a) with bromine in acetic acid in the presence of iron(0) provides the 2-bromomethoxybenzene (6c). Reaction of (6c) with isopropylmagnesium chloride and 1-formylpiperidine in a solvent such as tetrahydrofuran affords the 2-methoxybenzaldehyde (2d). Removal of the methyl group is accomplished by reaction of the 2-methoxybenzaldehyde (2d) with boron tribromide in a solvent such as dichloromethane to give the 2-hydroxybenzaldehyde (2c). Reactants: N1N=NC(=C1)C(=O)OC (methyl 1,2,3-triazole-4-carboxylate), C([O-])([O-])=O.[K+].[K+] (potassium carbonate), ICCC (iodopropane). The solvent is CN(C)C=O (DMF). Conditions: time 16 hour. The product is C(CC)N1N=CC(=N1)C(=O)OC (methyl 2-propyl-1,2,3-triazole-4-carboxylate), methyl 1-propyl-1,2,3-triazole-5-carbonate, C(CC)N1N=NC(=C1)C(=O)OC (methyl 1-propyl-1,2,3-triazole-4-carboxylate). Reaction SMILES: [NH:1]1[CH:5]=[C:4]([C:6]([O:8][CH3:9])=[O:7])[N:3]=[N:2]1.C(=O)([O-])[O-].[K+].[K+].I[CH2:17][CH2:18][CH3:19]>CN(C=O)C>[CH2:17]([N:2]1[N:3]=[C:4]([C:6]([O:8][CH3:9])=[O:7])[CH:5]=[N:1]1)[CH2:18][CH3:19].[CH2:17]([N:1]1[CH:5]=[C:4]([C:6]([O:8][CH3:9])=[O:7])[N:3]=[N:2]1)[CH2:18][CH3:19] |f:1.2.3|. Procedure details: methyl 1,2,3-triazole-4-carboxylate (17.6 g) was dissolved in DMF (210 ml), potassium carbonate (11.5 g) and iodopropane (14.9 ml) were added to the mixture, and the mixture was stirred for 16 hours at room temperature. After filtration, the solvent was removed under reduced pressure, and water was added to the obtained residue, and the mixture was extracted with methylene chloride. The organic layer was washed with saturated brine, and dried over magnesium sulfate. The solvent was removed under...